Dataset: the Open Reaction Database (ORD), a public repository of structured organic reaction records. Task: describe an organic reaction: reactants, conditions, products, and yield The product is ClC=1C=[N+](C=C(C1C[C@H](OC(COC(C1=CC(=C(C=C1)OC)NS(=O)(=O)C)=O)=O)C1=CC(=C(C=C1)OC(F)F)OCC1CC1)Cl)[O-] ((S)-3,5-dichloro-4-(2-(3-(cyclopropylmethoxy)-4-(difluoromethoxy)phenyl)-2-(2-(4-methoxy-3-(methylsulfonamido)benzoyloxy)-acetoxy)ethyl)pyridine 1-oxide). Solvent: C(Cl)Cl (DCM), Cl (HCl), Cl (HCl). As a reaction SMILES: C(OC([N:8]([C:13]1[CH:14]=[C:15]([CH:49]=[CH:50][C:51]=1[O:52][CH3:53])[C:16]([O:18][CH2:19][C:20]([O:22][C@H:23]([C:34]1[CH:39]=[CH:38][C:37]([O:40][CH:41]([F:43])[F:42])=[C:36]([O:44][CH2:45][CH:46]2[CH2:48][CH2:47]2)[CH:35]=1)[CH2:24][C:25]1[C:30]([Cl:31])=[CH:29][N+:28]([O-:32])=[CH:27][C:26]=1[Cl:33])=[O:21])=[O:17])[S:9]([CH3:12])(=[O:11])=[O:10])=O)(C)(C)C.O1CCOCC1>C(Cl)Cl.Cl>[Cl:33][C:26]1[CH:27]=[N+:28]([O-:32])[CH:29]=[C:30]([Cl:31])[C:25]=1[CH2:24][C@@H:23]([C:34]1[CH:39]=[CH:38][C:37]([O:40][CH:41]([F:42])[F:43])=[C:36]([O:44][CH2:45][CH:46]2[CH2:47][CH2:48]2)[CH:35]=1)[O:22][C:20](=[O:21])[CH2:19][O:18][C:16](=[O:17])[C:15]1[CH:49]=[CH:50][C:51]([O:52][CH3:53])=[C:13]([NH:8][S:9]([CH3:12])(=[O:11])=[O:10])[CH:14]=1. Isolated yield 83.0%. Procedure: To a solution of (S)-4-(2-(2-(3-(N-(tert-butoxycarbonyl)methylsulfonamido)-4-methoxybenzoyloxy)acetoxy)-2-(3-(cyclopropylmethoxy)-4-(difluoromethoxy)-phenyl)ethyl)-3,5-dichloropyridine 1-oxide (0.296 g, 0.367 mmol) in DCM (20 ml), HCl 4M in dioxane (0.919 ml, 3.67 mmol) was added, and the mixture was stirred at RT for 3 days. Additional HCl 4M in dioxane (1.838 ml, 7.34 mmol) was added over 2 days with stirring at the same temperature. The volatiles was removed under vacuum, and the crude was tr... Reactants: C(C)(C)(C)OC(=O)N(S(=O)(=O)C)C=1C=C(C(=O)OCC(=O)O[C@@H](CC2=C(C=[N+](C=C2Cl)[O-])Cl)C2=CC(=C(C=C2)OC(F)F)OCC2CC2)C=CC1OC ((S)-4-(2-(2-(3-(N-(tert-butoxycarbonyl)methylsulfonamido)-4-methoxybenzoyloxy)acetoxy)-2-(3-(cyclopropylmethoxy)-4-(difluoromethoxy)-phenyl)ethyl)-3,5-dichloropyridine 1-oxide), O1CCOCC1 (dioxane), O1CCOCC1 (dioxane). Reaction conditions: time 3 day. Reactants: CCOC(=O)C(C(=O)OCC)C(=O)C1(c2cccc(C(F)(F)F)c2)CCOCC1, O=P12OP3(=O)OP(=O)(O1)OP(=O)(O2)O3, O, O=S(=O)(O)O. Product: CCOC(=O)C1=C(O)c2ccc(C(F)(F)F)cc2C2(CCOCC2)C1=O. As a reaction SMILES: [F:20][C:21]([c:22]1[cH:23][c:24]([C:28]2([C:34](=[O:35])[CH:36]([C:37](=[O:38])[O:39][CH2:40][CH3:41])[C:42](=[O:43])[O:44][CH2:45][CH3:46])[CH2:29][CH2:30][O:31][CH2:32][CH2:33]2)[cH:25][cH:26][cH:27]1)([F:47])[F:48].[O:6]=[P:7]12[O:8][P:9]3(=[O:19])[O:10][P:11](=[O:17])([O:12][P:13](=[O:16])([O:14]3)[O:15]1)[O:18]2.[OH2:49].[S:1](=[O:2])(=[O:3])([OH:4])[OH:5]>>[F:20][C:21]([c:22]1[cH:23][c:24]2[c:25]([cH:26][cH:27]1)[C:37]([OH:38])=[C:36]([C:42](=[O:43])[O:44][CH2:45][CH3:46])[C:34](=[O:35])[C:28]21[CH2:29][CH2:30][O:31][CH2:32][CH2:33]1)([F:47])[F:48].